This data is from the Open Reaction Database (ORD), a public repository of structured organic reaction records. The task is: describe an organic reaction: reactants, conditions, products, and yield Starting materials: C(C1=CC=CC=C1)C=1NC2=CC=C(C=C2C1)[N+](=O)[O-] (2-Benzyl-5-nitro-1H-indole), Cl.ClCCC1N(CCC1)C (2-(2-chloroethyl)-1-methylpyrrolidine hydrochloride), C([O-])([O-])=O.[K+].[K+] (potassium carbonate). Run at temperature 65 celsius. Yields the product C(C1=CC=CC=C1)C=1N(C2=CC=C(C=C2C1)[N+](=O)[O-])CCC1N(CCC1)C (2-Benzyl-1-(2-(1-methylpyrrolidin-2-yl)ethyl)-5-nitro-1H-indole). The yield is 63.9%. Reaction SMILES: [CH2:1]([C:8]1[NH:9][C:10]2[C:15]([CH:16]=1)=[CH:14][C:13]([N+:17]([O-:19])=[O:18])=[CH:12][CH:11]=2)[C:2]1[CH:7]=[CH:6][CH:5]=[CH:4][CH:3]=1.Cl.Cl[CH2:22][CH2:23][CH:24]1[CH2:28][CH2:27][CH2:26][N:25]1[CH3:29].C(=O)([O-])[O-].[K+].[K+]>>[CH2:1]([C:8]1[N:9]([CH2:22][CH2:23][CH:24]2[CH2:28][CH2:27][CH2:26][N:25]2[CH3:29])[C:10]2[C:15]([CH:16]=1)=[CH:14][C:13]([N+:17]([O-:19])=[O:18])=[CH:12][CH:11]=2)[C:2]1[CH:7]=[CH:6][CH:5]=[CH:4][CH:3]=1 |f:1.2,3.4.5|. Reported procedure: Compound 3 (165 mg, 0.654 mmol), 2-(2-chloroethyl)-1-methylpyrrolidine hydrochloride (132.4 mg, 0.719 mmol), and powdered potassium carbonate (271.2 mg, 1.962 mmol) were placed in an argon-purged flask. DMF (5 mL, Aldrich sure seal™) was added and the mixture heated to 65° C. in an oil bath for 20 hours. The solution was cooled to room temperature and diluted with water (10 mL) and ethyl acetate (25 mL). The layers were separated and the aqueous phase extracted with ethyl acetate (2×25 mL). The ...